From a dataset of the Open Reaction Database (ORD), a public repository of structured organic reaction records. describe an organic reaction: reactants, conditions, products, and yield Starting materials: C1(CCCCC1)CNC(=O)C=1C2=C(N=CN1)CN(CC2)CC2=CC=CC=C2 (7-benzyl-5,6,7,8-tetrahydropyrido[3,4-d]pyrimidine-4-carboxylic acid, cyclohexylmethyl-amide). The reagents and catalysts are [Pd] (palladium on carbon). Conditions: time 8 hour. Product: C1(CCCCC1)CNC(=O)C=1C2=C(N=CN1)CNCC2 (5,6,7,8-Tetrahydro-pyrido[3,4-d]pyrimidine-4-carboxylic acid cyclohexylmethyl-amide). Reaction SMILES: [CH:1]1([CH2:7][NH:8][C:9]([C:11]2[C:12]3[CH2:20][CH2:19][N:18](CC4C=CC=CC=4)[CH2:17][C:13]=3[N:14]=[CH:15][N:16]=2)=[O:10])[CH2:6][CH2:5][CH2:4][CH2:3][CH2:2]1>[Pd]>[CH:1]1([CH2:7][NH:8][C:9]([C:11]2[C:12]3[CH2:20][CH2:19][NH:18][CH2:17][C:13]=3[N:14]=[CH:15][N:16]=2)=[O:10])[CH2:6][CH2:5][CH2:4][CH2:3][CH2:2]1. Procedure: Into a 500 ml hydrogenation vessel was combined 7-benzyl-5,6,7,8-tetrahydropyrido[3,4-d]pyrimidine-4-carboxylic acid, cyclohexylmethyl-amide (80 mg, 0.22 mmol), palladium on carbon (30 mg) and methano. The vessel was purged and evacuated with hydrogen three times and allowed to agitate overnight at 15 psi. The contents were filtered over celite and concentrated to afford the title compound (4.7 mg, 7.7%. Reactants: ClC1=C2C3=C(C(=NC2=CC=N1)Cl)C=CC(=C3)F (1,6-dichloro-9-fluorobenzo[c]-1,6-naphthyridine), CC(CN)(C)C (2,2-dimethylpropan-1-amine), O1CCOCC1 (dioxane). Conditions: temperature 100 celsius. Product: CC(CNC1=NC=2C=CNC(C2C2=C1C=CC(=C2)F)=O)(C)C (6-[(2,2-dimethylpropyl)amino]-9-fluorobenzo[c]-1,6-naphthyridin-1(2H)-one). Reaction SMILES: Cl[C:2]1[N:11]=[CH:10][CH:9]=[C:8]2[C:3]=1[C:4]1[CH:16]=[C:15]([F:17])[CH:14]=[CH:13][C:5]=1[C:6](Cl)=[N:7]2.[CH3:18][C:19]([CH3:23])([CH3:22])[CH2:20][NH2:21].[O:24]1CCOCC1>>[CH3:18][C:19]([CH3:23])([CH3:22])[CH2:20][NH:21][C:6]1[C:5]2[CH:13]=[CH:14][C:15]([F:17])=[CH:16][C:4]=2[C:3]2[C:2](=[O:24])[NH:11][CH:10]=[CH:9][C:8]=2[N:7]=1. Procedure: To a solution of 1,6-dichloro-9-fluorobenzo[c]-1,6-naphthyridine (20 mg, 0.075 mmol) in dioxane (1.5 mL) was added 2,2-dimethylpropan-1-amine (39 mg, 0.45 mmol) and heated in a microwave reactor at 100° C. for 30 to 50 min. The solution was concentrated and converted to 6-[(2,2-dimethylpropyl)amino]-9-fluorobenzo[c]-1,6-naphthyridin-1(2H)-one in a similar manner exemplified in the synthesis of 9-bromo-6-{[(1R)-2-methyl-1-(trifluoromethyl)propyl]amino}benzo[c]-1,6-naphthyridin-1(2H)-one (Method A... The reactants are ClC(C)C=1C=C(C=C(C1)C(C#N)(C)C)C(C#N)(C)C (2,2'-[5-(1-chloroethyl)-1,3-phenylene)di(2-methylpropiononitrile)), N1N=NC=C1.[Na] (sodium triazole), CN(C=O)C (dimethylformamide). Run in O (water). Conditions: time 18 hour. Product: N1(N=CN=C1)C(C)C=1C=C(C=C(C1)C(C#N)(C)C)C(C#N)(C)C (2,2'-[5-(1-[1H-1,2,4-triazol-1-yl]ethyl)-1,3-phenylene]di(2-methylpropiono nitrile)). As a reaction SMILES: Cl[CH:2]([C:4]1[CH:5]=[C:6]([C:15]([CH3:19])([CH3:18])[C:16]#[N:17])[CH:7]=[C:8]([C:10]([CH3:14])([CH3:13])[C:11]#[N:12])[CH:9]=1)[CH3:3].N1C=[CH:23][N:22]=[N:21]1.[Na].[CH3:26][N:27](C)C=O>O>[N:22]1([CH:2]([C:4]2[CH:5]=[C:6]([C:15]([CH3:19])([CH3:18])[C:16]#[N:17])[CH:7]=[C:8]([C:10]([CH3:14])([CH3:13])[C:11]#[N:12])[CH:9]=2)[CH3:3])[CH:23]=[N:27][CH:26]=[N:21]1 |f:1.2,^1:24|. Reported procedure: A mixture of 2,2'-[5-(1-chloroethyl)-1,3-phenylene)di(2-methylpropiononitrile), (0.35 g), sodium triazole (0.25 g) and dimethylformamide (3 ml) was stirred at room temperature for 18 h, then water (20 ml) was added and the mixture was extracted twice with ethyl acetate. The extracts were combined and evaporated to dryness, and the residue was purified by flash column chromatography, eluting with ethyl acetate, to give 2,2'-[5-(1-[1H-1,2,4-triazol-1-yl]ethyl)-1,3-phenylene]di(2-methylpropiono nit... The reactants are BrC1=CC(=C(C(=O)O)C=C1)[N+](=O)[O-] (4-bromo-2-nitrobenzoic acid), S(O)(O)(=O)=O (sulfuric acid), CO (methanol). Yields the product BrC1=CC(=C(C(=O)OC)C=C1)[N+](=O)[O-] (methyl 4-bromo-2-nitrobenzoate). RXN SMILES: [Br:1][C:2]1[CH:10]=[CH:9][C:5]([C:6]([OH:8])=[O:7])=[C:4]([N+:11]([O-:13])=[O:12])[CH:3]=1.S(=O)(=O)(O)O.[CH3:19]O>>[Br:1][C:2]1[CH:10]=[CH:9][C:5]([C:6]([O:8][CH3:19])=[O:7])=[C:4]([N+:11]([O-:13])=[O:12])[CH:3]=1. Reported procedure: To a methanol solution (50 ml) of 4-bromo-2-nitrobenzoic acid (2.54 g) was added concentrated sulfuric acid (1.0 ml), followed by heating at reflux for 4 hours. The reaction solution was concentrated under reduced pressure, and water (20 ml) was added to the residue. Under ice cooling, 5 N aqueous sodium hydroxide solution (2.0 ml) and a saturated aqueous sodium hydrogen carbonate solution were added, and extracted with dichloromethane. The organic layer was washed with saturated sodium chloride... The reactants are ClC1=C2C(=NC(=C1)C1=CSC=C1)CCC2 (4-chloro-2-(thiophen-3-yl)-6,7-dihydro-5H-cyclopenta[b]pyridine), NC1=CC=C(C=C1)CC(=O)OCC (ethyl 2-(4-aminophenyl)acetate). The product is S1C=C(C=C1)C1=CC(=C2C(=N1)CCC2)NC2=CC=C(C=C2)CC(=O)OCC (ethyl 2-(4-((2-(thiophen-3-yl)-6,7-dihydro-5H-cyclopenta[b]pyridin-4-yl)amino)phenyl)acetate). Yield: 57.2%. Reaction SMILES: Cl[C:2]1[CH:7]=[C:6]([C:8]2[CH:12]=[CH:11][S:10][CH:9]=2)[N:5]=[C:4]2[CH2:13][CH2:14][CH2:15][C:3]=12.[NH2:16][C:17]1[CH:22]=[CH:21][C:20]([CH2:23][C:24]([O:26][CH2:27][CH3:28])=[O:25])=[CH:19][CH:18]=1>>[S:10]1[CH:11]=[CH:12][C:8]([C:6]2[N:5]=[C:4]3[CH2:13][CH2:14][CH2:15][C:3]3=[C:2]([NH:16][C:17]3[CH:18]=[CH:19][C:20]([CH2:23][C:24]([O:26][CH2:27][CH3:28])=[O:25])=[CH:21][CH:22]=3)[CH:7]=2)=[CH:9]1. Procedure details: Following general procedure B1, 4-chloro-2-(thiophen-3-yl)-6,7-dihydro-5H-cyclopenta[b]pyridine (0.070 g, 0.30 mmol) was reacted with ethyl 2-(4-aminophenyl)acetate (0.064 g, 0.36 mmol) to afford the title compound (0.065 g, 57%) as an orange-brown oil. MW=378.49. APCI MS m/z 379 [M+H]+. The reactants are BrC1=C(C=C(C=C1)C(=O)C1=CC=CC=C1)C ((4-bromo-3-methylphenyl)-phenylmethanone), C[Mg]Br (methylmagnesium bromide). The solvent is C1CCOC1 (THF), C1CCOC1 (THF). Run at temperature -78 celsius, time 4 hour. Product: BrC1=C(C=C(C=C1)C(C)(O)C1=CC=CC=C1)C (1-(4-Bromo-3-methylphenyl)-1-phenylethanol). RXN SMILES: [Br:1][C:2]1[CH:7]=[CH:6][C:5]([C:8]([C:10]2[CH:15]=[CH:14][CH:13]=[CH:12][CH:11]=2)=[O:9])=[CH:4][C:3]=1[CH3:16].[CH3:17][Mg]Br>C1COCC1>[Br:1][C:2]1[CH:7]=[CH:6][C:5]([C:8]([C:10]2[CH:11]=[CH:12][CH:13]=[CH:14][CH:15]=2)([OH:9])[CH3:17])=[CH:4][C:3]=1[CH3:16]. Procedure details: To a stirred solution of (4-bromo-3-methylphenyl)-phenylmethanone (200 mg, 0.727 mmol) in THF (6 mL) was added 1.4 M of methylmagnesium bromide in THF (1.8 mL, 2.5 mmol) slowly at −78° C. The reaction was stirred at −78° C. for 4 h. The reaction was quenched with sat. aq. NaHCO3 at −78° C. The crude material was extracted with DCM and concentrated in vacuo to afford the title compound as a colorless oil which was used for next step without further purification. The reactants are CCO (EtOH), COC(CC(C)=O)OC (4,4-dimethoxybutan-2-one), CCO (EtOH), [OH-].[Na+] (NaOH), [Sn] (tin), [Sn] (tin), [N+](=O)([O-])C=1SC=CC1 (2-nitrothiophene). The reagents and catalysts are [Cl-].[Cl-].[Zn+2] (ZnCl2). Solvent: CCOC(=O)C (EtOAc), Cl (HCl). Conditions: temperature 75 celsius, time 10 hour. Yields the product S1C=CC=2C1=NC=C(C2)C(C)=O (1-(Thieno[2,3-b]pyridin-5-yl)ethanone). Yield: 23.0%. As a reaction SMILES: [N+:1]([C:4]1[S:5][CH:6]=[CH:7][CH:8]=1)([O-])=O.[Sn].CO[CH:12](OC)[CH2:13][C:14](=[O:16])[CH3:15].[OH-].[Na+].[CH3:21]CO>Cl.[Cl-].[Cl-].[Zn+2].CCOC(C)=O>[S:5]1[C:4]2=[N:1][CH:12]=[C:13]([C:14](=[O:16])[CH3:15])[CH:21]=[C:8]2[CH:7]=[CH:6]1 |f:3.4,7.8.9,^3:8|. Reported procedure: To a vigorously stirred mixture of 2-nitrothiophene (Aldrich, 12.9 g, 0.1 mol) in concentrated HCl (Aldrich, 36.5%, 195 mL) was carefully added tin (Aldrich, 100 mesh, 25 g, 0.21 mol) at 20-30° C. After most of tin metal had been dissolved, EtOH (Aldrich, 70 mL) and ZnCl2 (Aldrich, 6.0 g, 0.044 mol) were added and the mixture was then heated to 75° C. for 1 h. The brown solution was cooled down to ambient temperature and 4,4-dimethoxybutan-2-one (Aldrich, 39.6 g, 0.3 mol) in EtOH (50 mL) was add... Starting materials: ClC1=C(C(=CC=C1)I)F (1-chloro-2-fluoro-3-iodobenzene), C(#C)[Si](C)(C)C (ethynyl(trimethyl)silane), CCCC[N+](CCCC)(CCCC)CCCC.[F-] (TBAF). The reagents and catalysts are [Cu](I)I (copper iodide), [Pd](Cl)Cl.C1(=CC=CC=C1)P(C1=CC=CC=C1)C1=CC=CC=C1.C1(=CC=CC=C1)P(C1=CC=CC=C1)C1=CC=CC=C1 (bis(triphenylphosphine) palladium(II) chloride). Solvent: C(Cl)Cl (DCM). The product is ClC1=C(C(=CC=C1)C#C)F (1-Chloro-3-ethynyl-2-fluorobenzene). The yield is 82.9%. Reaction SMILES: [Cl:1][C:2]1[CH:7]=[CH:6][CH:5]=[C:4](I)[C:3]=1[F:9].[C:10]([Si](C)(C)C)#[CH:11].CCCC[N+](CCCC)(CCCC)CCCC.[F-]>[Cu](I)I.[Pd](Cl)Cl.C1(P(C2C=CC=CC=2)C2C=CC=CC=2)C=CC=CC=1.C1(P(C2C=CC=CC=2)C2C=CC=CC=2)C=CC=CC=1.C(Cl)Cl>[Cl:1][C:2]1[CH:7]=[CH:6][CH:5]=[C:4]([C:10]#[CH:11])[C:3]=1[F:9] |f:2.3,5.6.7|. Procedure: The title compound was prepared according to the procedure described in step-5 and step-6 of Intermediate-2 by using 1-chloro-2-fluoro-3-iodobenzene (1.0 g, 3.9 mmol), ethynyl(trimethyl)silane (0.541 g, 5.5 mmol), copper iodide (0.027 g, 0.14 mmol), bis(triphenylphosphine) palladium(II) chloride (0.050 g, 0.072 mmol), TBAF (catalytic) and DCM to afford 0.500 g of desired product. 1H NMR (300 MHz, DMSO d6): δ 4.66 (s, 1H), 7.25 (t, J=8.4 Hz, 1H), 7.54 (t, J=7.2 Hz, 1H), 7.65 (t, J=7.8 Hz, 1H). Starting materials: COc1ccc2nc(Br)ccc2n1, O=C([O-])[O-], [K+], [K+], CC(C)(O)c1ccc(-c2cc(C(N)=O)c(N)s2)cc1, O=C(C=Cc1ccccc1)C=Cc1ccccc1, O=C(C=Cc1ccccc1)C=Cc1ccccc1, O=C(C=Cc1ccccc1)C=Cc1ccccc1, [Pd], [Pd]. The product is COc1ccc2nc(Nc3sc(-c4ccc(C(C)(C)O)cc4)cc3C(N)=O)ccc2n1. Reaction SMILES: [Br:1][c:2]1[n:3][c:4]2[cH:5][cH:6][c:7]([O:12][CH3:13])[n:8][c:9]2[cH:10][cH:11]1.[C:33](=[O:34])([O-:35])[O-:36].[K+:37].[K+:38].[NH2:14][c:15]1[s:16][c:17](-[c:23]2[cH:24][cH:25][c:26]([C:29]([CH3:30])([CH3:31])[OH:32])[cH:27][cH:28]2)[cH:18][c:19]1[C:20](=[O:21])[NH2:22].[O:41]=[C:42]([CH:43]=[CH:44][c:45]1[cH:46][cH:47][cH:48][cH:49][cH:50]1)[CH:51]=[CH:52][c:53]1[cH:54][cH:55][cH:56][cH:57][cH:58]1.[O:59]=[C:60]([CH:61]=[CH:62][c:63]1[cH:64][cH:65][cH:66][cH:67][cH:68]1)[CH:69]=[CH:70][c:71]1[cH:72][cH:73][cH:74][cH:75][cH:76]1.[O:77]=[C:78]([CH:79]=[CH:80][c:81]1[cH:82][cH:83][cH:84][cH:85][cH:86]1)[CH:87]=[CH:88][c:89]1[cH:90][cH:91][cH:92][cH:93][cH:94]1.[Pd:39].[Pd:40]>>[c:2]1([NH:14][c:15]2[s:16][c:17](-[c:23]3[cH:24][cH:25][c:26]([C:29]([CH3:30])([CH3:31])[OH:32])[cH:27][cH:28]3)[cH:18][c:19]2[C:20](=[O:21])[NH2:22])[n:3][c:4]2[cH:5][cH:6][c:7]([O:12][CH3:13])[n:8][c:9]2[cH:10][cH:11]1.